This data is from the Open Reaction Database (ORD), a public repository of structured organic reaction records. The task is: describe an organic reaction: reactants, conditions, products, and yield Starting materials: [C-]#N, C1CCOC1, CNC, CC(=O)O, CO, O=C1CN(C(c2ccccc2)c2ccccc2)C1, [K+]. The product is CN(C)C1(C#N)CN(C(c2ccccc2)c2ccccc2)C1. RXN SMILES: [C-:31]#[N:32].[CH2:4]1[O:5][CH2:6][CH2:7][CH2:8]1.[CH3:1][NH:2][CH3:3].[CH3:27][C:28](=[O:29])[OH:30].[CH3:34][OH:35].[CH:9]([c:10]1[cH:11][cH:12][cH:13][cH:14][cH:15]1)([c:16]1[cH:17][cH:18][cH:19][cH:20][cH:21]1)[N:22]1[CH2:23][C:24](=[O:26])[CH2:25]1.[K+:33]>>[CH3:1][N:2]([CH3:3])[C:24]1([C:31]#[N:32])[CH2:23][N:22]([CH:9]([c:10]2[cH:11][cH:12][cH:13][cH:14][cH:15]2)[c:16]2[cH:17][cH:18][cH:19][cH:20][cH:21]2)[CH2:25]1. Reactants: CN(C)C=O, C=C(Cl)CC(O)CCCCCC, Cl, [Na+], [OH-]. Product: C#CCC(O)CCCCCC. RXN SMILES: [CH3:16][N:17]([CH3:18])[CH:19]=[O:20].[Cl:1][C:2]([CH2:3][CH:4]([OH:5])[CH2:6][CH2:7][CH2:8][CH2:9][CH2:10][CH3:11])=[CH2:12].[ClH:15].[Na+:14].[OH-:13]>>[C:2]([CH2:3][CH:4]([OH:5])[CH2:6][CH2:7][CH2:8][CH2:9][CH2:10][CH3:11])#[CH:12]. The reactants are NC1=CC=C(CN2OC(NC2=O)=O)C=C1 (2-(4-aminobenzyl)-1,2,4-oxadiazolidine-3,5-dione), C(C)(=O)OCCOC1=CC(=C(C(=C1)C)C1=CC(=CC=C1)C=O)C (2-[(3′-formyl-2,6-dimethylbiphenyl-4-yl)oxy]ethyl acetate), C(C)(=O)O (acetic acid), 4A, C(C)(=O)O[BH-](OC(C)=O)OC(C)=O.[Na+] (Sodium triacetoxyborohydride). Run in C1CCOC1 (THF), O (Water). Conditions: time 22 hour. Product: OCCOC1=CC(=C(C(=C1)C)C1=CC(=CC=C1)CNC1=CC=C(CN2OC([N-]C2=O)=O)C=C1)C.[Na+] (sodium 2-[4-({[4′-(2-hydroxyethoxy)-2′,6′-dimethylbiphenyl-3-yl]methyl}amino)benzyl]-3,5-dioxo-1,2,4-oxadiazolidin-4-ide). Yield: 26.5%. RXN SMILES: [NH2:1][C:2]1[CH:15]=[CH:14][C:5]([CH2:6][N:7]2[C:11](=[O:12])[NH:10][C:9](=[O:13])[O:8]2)=[CH:4][CH:3]=1.C([O:19][CH2:20][CH2:21][O:22][C:23]1[CH:28]=[C:27]([CH3:29])[C:26]([C:30]2[CH:35]=[CH:34][CH:33]=[C:32]([CH:36]=O)[CH:31]=2)=[C:25]([CH3:38])[CH:24]=1)(=O)C.C(O)(=O)C.C(O[BH-](OC(=O)C)OC(=O)C)(=O)C.[Na+:56]>O.C1COCC1>[OH:19][CH2:20][CH2:21][O:22][C:23]1[CH:28]=[C:27]([CH3:29])[C:26]([C:30]2[CH:35]=[CH:34][CH:33]=[C:32]([CH2:36][NH:1][C:2]3[CH:15]=[CH:14][C:5]([CH2:6][N:7]4[C:11](=[O:12])[N-:10][C:9](=[O:13])[O:8]4)=[CH:4][CH:3]=3)[CH:31]=2)=[C:25]([CH3:38])[CH:24]=1.[Na+:56] |f:3.4,7.8|. Reported procedure: A mixture of 2-(4-aminobenzyl)-1,2,4-oxadiazolidine-3,5-dione (365 mg), 2-[(3′-formyl-2,6-dimethylbiphenyl-4-yl)oxy]ethyl acetate (660 mg), acetic acid (0.3 ml), THF (20 ml) and Molecular Sieves 4A (1 g) was stirred at room temperature for 22 hours. Sodium triacetoxyborohydride (560 mg) was added to the reaction mixture, followed by stirring at room temperature for 22 hours. Water was added to the reaction mixture, followed by extraction with ethyl acetate. The organic layer was washed with a sa... Reactants: C(#N)CC1=CC(=CC(=C1)C)OC (1-cyanomethyl-3-methoxy-5-methyl-benzene), [OH-].[Na+] (sodium hydroxide), O (water). Run in C(C)O (ethanol). Product: COC=1C=C(C=C(C1)C)CC(=O)O ((3-methoxy-5-methyl-phenyl)-acetic acid). Yield: 62.0%. RXN SMILES: [C:1]([CH2:3][C:4]1[CH:9]=[C:8]([CH3:10])[CH:7]=[C:6]([O:11][CH3:12])[CH:5]=1)#N.[OH-:13].[Na+].[OH2:15]>C(O)C>[CH3:12][O:11][C:6]1[CH:5]=[C:4]([CH2:3][C:1]([OH:15])=[O:13])[CH:9]=[C:8]([CH3:10])[CH:7]=1 |f:1.2|. Procedure details: A solution of 1-bromomethyl-3-methoxy-5-methyl-benzene (1.66 g, 7.7 mmol) and sodium cyanide (1.89 g, 38.5 mmol) in ethanol (15 mL) and water (5 mL) was warmed to 60° C. for 2 hrs. The reaction mixture was cooled, concentrated in vacuo, diluted with water (100 mL), and extracted with methylene chloride (3×20 mL). The combined organic layers were dried over magnesium sulfate, filtered and concentrated in vacuo to afford 1.16 g of a light yellow oil. The crude 1-cyanomethyl-3-methoxy-5-methyl-benz... Reactants: NC=1C=CC2=C(C(=NCC(N2C)=O)C2=C(C=CC=C2)F)C1 (7-amino-5-(o-fluorophenyl)-1,3-dihydro-1-methyl-2H-1,4-benzodiazepin-2-one), N(=O)[O-].[Na+] (sodium nitrite), [H+].[B-](F)(F)(F)F (hydrofluoboric acid), N(=O)[O-].[Na+] (sodium nitrite). Run in O (water), O (water). Conditions: time 22 hour. Procedure: A solution of 2.9 g (42 mmol) of sodium nitrite in 7 ml of water is added while stirring to a solution, cooled in ice, of 11 g (38.8 mmol) of 7-amino-5-(o-fluorophenyl)-1,3-dihydro-1-methyl-2H-1,4-benzodiazepin-2-one in 50 ml of water and 100 ml of 50 percent aqueous hydrofluoboric acid so that the sodium nitrite solution enters below the surface of the mixture (addition time ca 15 minutes). The mixture is stirred at 5° for a further 30 minutes and then left to stand at -24° for 22 hours. The pr... Yields the product F[B-](F)(F)F.FC1=C(C=CC=C1)C1=NCC(N(C2=C1C=C(C=C2)[N+]#N)C)=O (5-(o-fluorophenyl)-2,3-dihydro-1-methyl-2-oxo-1H-1,4-benzodiazepine-7-diazonium tetrafluoroborate). As a reaction SMILES: [N:1]([O-])=O.[Na+].[NH2:5][C:6]1[CH:7]=[CH:8][C:9]2[N:15]([CH3:16])[C:14](=[O:17])[CH2:13][N:12]=[C:11]([C:18]3[CH:23]=[CH:22][CH:21]=[CH:20][C:19]=3[F:24])[C:10]=2[CH:25]=1.[H+].[B-:27]([F:31])([F:30])([F:29])[F:28]>O>[F:28][B-:27]([F:31])([F:30])[F:29].[F:24][C:19]1[CH:20]=[CH:21][CH:22]=[CH:23][C:18]=1[C:11]1[C:10]2[CH:25]=[C:6]([N+:5]#[N:1])[CH:7]=[CH:8][C:9]=2[N:15]([CH3:16])[C:14](=[O:17])[CH2:13][N:12]=1 |f:0.1,3.4,6.7|. Starting materials: BrC1=CC(=C(C(=C1)F)C1=CC(=C(C=C1)O[Si](C)(C)C(C)(C)C)F)F (4'-bromo-2', 6'-difluoro-3-fluoro-4-(t-butyldimethylsiloxy)biphenyl), COCCCCC[Si]1(CCC(CC1)=O)C1=CC=CC=C1 (4-(5-methoxy-n-pentyl)-4-phenyl-4-silacyclohexanone), BrCC(F)F (1-bromo-2 ,2-difluoroethane). Yields the product COCCCCC[Si@@H]1CC[C@H](CC1)C1=CC(=C(C(=C1)F)C1=CC(=C(C=C1)OCC(F)F)F)F (4'-(trans-4-(5-methoxy-n-pentyl)-4-silacyclohexyl)-2', 6'-difluoro-3-fluoro-4-(2 ,2-difluoroethoxy)biphenyl). RXN SMILES: Br[C:2]1[CH:7]=[C:6]([F:8])[C:5]([C:9]2[CH:14]=[CH:13][C:12]([O:15][Si](C(C)(C)C)(C)C)=[C:11]([F:23])[CH:10]=2)=[C:4]([F:24])[CH:3]=1.[CH3:25][O:26][CH2:27][CH2:28][CH2:29][CH2:30][CH2:31][Si:32]1(C2C=CC=CC=2)[CH2:37][CH2:36][C:35](=O)[CH2:34][CH2:33]1.Br[CH2:46][CH:47]([F:49])[F:48]>>[CH3:25][O:26][CH2:27][CH2:28][CH2:29][CH2:30][CH2:31][Si@H:32]1[CH2:33][CH2:34][C@H:35]([C:2]2[CH:3]=[C:4]([F:24])[C:5]([C:9]3[CH:14]=[CH:13][C:12]([O:15][CH2:46][CH:47]([F:49])[F:48])=[C:11]([F:23])[CH:10]=3)=[C:6]([F:8])[CH:7]=2)[CH2:36][CH2:37]1. Procedure details: The general procedure of Example 17 was repeated using 4'-bromo-2', 6'-difluoro-3-fluoro-4-(t-butyldimethylsiloxy)biphenyl, 4-(5-methoxy-n-pentyl)-4-phenyl-4-silacyclohexanone, and 1-bromo-2 ,2-difluoroethane, thereby obtaining the intended compound.